From a dataset of the Open Reaction Database (ORD), a public repository of structured organic reaction records. describe an organic reaction: reactants, conditions, products, and yield Starting materials: C(C)(C)(C)OC(=O)N1CCN(CC1)C(=O)C=1C(=C(N2C=CC=CC12)C1=CC=CC=C1)CC1=C(C(=CC=C1)F)C (4-[2-(3-Fluoro-2-methyl-benzyl)-3-phenyl-indolizine-1-carbonyl]-piperazine-1-carboxylic acid tert-butyl ester). Solvent: C(Cl)Cl (DCM), C(=O)(C(F)(F)F)O (TFA). Conditions: time 8 hour. The product is FC=1C(=C(CC=2C(=C3C=CC=CN3C2C2=CC=CC=C2)C(=O)N2CCNCC2)C=CC1)C ([2-(3-Fluoro-2-methyl-benzyl)-3-phenyl-indolizin-1-yl]-piperazin-1-yl-methanone). Isolated yield 0.1%. RXN SMILES: C(OC([N:8]1[CH2:13][CH2:12][N:11]([C:14]([C:16]2[C:17]([CH2:31][C:32]3[CH:37]=[CH:36][CH:35]=[C:34]([F:38])[C:33]=3[CH3:39])=[C:18]([C:25]3[CH:30]=[CH:29][CH:28]=[CH:27][CH:26]=3)[N:19]3[C:24]=2[CH:23]=[CH:22][CH:21]=[CH:20]3)=[O:15])[CH2:10][CH2:9]1)=O)(C)(C)C>C(Cl)Cl.C(O)(C(F)(F)F)=O>[F:38][C:34]1[C:33]([CH3:39])=[C:32]([CH:37]=[CH:36][CH:35]=1)[CH2:31][C:17]1[C:16]([C:14]([N:11]2[CH2:10][CH2:9][NH:8][CH2:13][CH2:12]2)=[O:15])=[C:24]2[N:19]([C:18]=1[C:25]1[CH:26]=[CH:27][CH:28]=[CH:29][CH:30]=1)[CH:20]=[CH:21][CH:22]=[CH:23]2. Procedure details: A solution of the compound of step 5 (158 mg, 299 mmol) in DCM (8 ml) and TFA (4 ml) was stirred at room temperature for 2 h. The solvents were evaporated and the residue was purified by preparative HPLC. The fractions containing the title compound were combined and lyophilized overnight. The obtained solid was dissolved in a small quantity of MOH, mixed with 0.1 N hydrochloric acid and the mixture lyophilized overnight to give 108 mg of the title compound in the form of [2-(3-fluoro-2-methyl-be...